From a dataset of the Open Reaction Database (ORD), a public repository of structured organic reaction records. describe an organic reaction: reactants, conditions, products, and yield Procedure details: Using the method of Example 26, 20.4 g (0.063 mole) of 4-[2-(4-methoxyphenyl)ethylamino]-3-nitroquinoline was reduced by hydrogen in 300 ml of toluene with 5% platinum on charcoal. The solvent was then evaporated to provide a residue of 3-amino-4-[2-(4-methoxyphenyl)ethylamino]quinoline. To this residue was added 28 g (0.19 mole) of triethyl orthoformate and the mixture was heated at about 125° C. for two hours. To this mixture was added about 100 ml of aqueous hydrochloric acid and the mixture ... Reagents/catalysts: [Pt] (platinum on charcoal). Yields the product NC=1C=NC2=CC=CC=C2C1NCCC1=CC=C(C=C1)OC (3-amino-4-[2-(4-methoxyphenyl)ethylamino]quinoline). Run in C1(=CC=CC=C1)C (toluene). Starting materials: COC1=CC=C(C=C1)CCNC1=C(C=NC2=CC=CC=C12)[N+](=O)[O-] (4-[2-(4-methoxyphenyl)ethylamino]-3-nitroquinoline), [H][H] (hydrogen). As a reaction SMILES: [CH3:1][O:2][C:3]1[CH:8]=[CH:7][C:6]([CH2:9][CH2:10][NH:11][C:12]2[C:21]3[C:16](=[CH:17][CH:18]=[CH:19][CH:20]=3)[N:15]=[CH:14][C:13]=2[N+:22]([O-])=O)=[CH:5][CH:4]=1.[H][H]>C1(C)C=CC=CC=1.[Pt]>[NH2:22][C:13]1[CH:14]=[N:15][C:16]2[C:21]([C:12]=1[NH:11][CH2:10][CH2:9][C:6]1[CH:5]=[CH:4][C:3]([O:2][CH3:1])=[CH:8][CH:7]=1)=[CH:20][CH:19]=[CH:18][CH:17]=2. Starting materials: C(C)(C)(C)C=1C(=CC(=C(OCCO)C1)C)SSC1=C(C=C(C(=C1)C)OCCO)C(C)(C)C (2-{5-tert-butyl-4-[2-tert-butyl-4-(2-hydroxy-ethoxy)-5-methyl-phenyldisulfanyl]-2-methyl-phenoxy}ethanol), COCCl (chloromethyl methyl ether), CCOC(=O)C (EtOAc), C(Cl)Cl (CH2Cl2), C(C)(C)N(CC)C(C)C (diisopropylethylamine). Reaction conditions: time 1 hour. The product is CC(C)(C)C1=C(C=C(C(=C1)OCCOCOC)C)SSC1=C(C=C(C(=C1)C)OCCOCOC)C(C)(C)C (Bis[2-(1,1-dimethylethyl)-4-[2-(methoxymethoxy)ethoxy]-5-methylphenyl]disulfide). RXN SMILES: [C:1]([C:5]1[C:6]([S:16][S:17][C:18]2[CH:23]=[C:22]([CH3:24])[C:21]([O:25][CH2:26][CH2:27][OH:28])=[CH:20][C:19]=2[C:29]([CH3:32])([CH3:31])[CH3:30])=[CH:7][C:8]([CH3:15])=[C:9]([CH:14]=1)[O:10][CH2:11][CH2:12][OH:13])([CH3:4])([CH3:3])[CH3:2].C(Cl)Cl.C(N(C(C)C)CC)(C)C.[CH3:45][O:46][CH2:47]Cl.C[CH2:50][O:51][C:52](C)=O>>[CH3:30][C:29]([C:19]1[CH:20]=[C:21]([O:25][CH2:26][CH2:27][O:28][CH2:45][O:46][CH3:47])[C:22]([CH3:24])=[CH:23][C:18]=1[S:17][S:16][C:6]1[CH:7]=[C:8]([CH3:15])[C:9]([O:10][CH2:11][CH2:12][O:13][CH2:50][O:51][CH3:52])=[CH:14][C:5]=1[C:1]([CH3:4])([CH3:3])[CH3:2])([CH3:32])[CH3:31]. Procedure details: The title compound was prepared using 7.0 g (29 mmol) of 2-{5-tert-butyl-4-[2-tert-butyl-4-(2-hydroxy-ethoxy)-5-methyl-phenyldisulfanyl]-2-methyl-phenoxy}ethanol (prepared in Example MMM), 200 mL of CH2Cl2, 15.2 g (118 mmol) of diisopropylethylamine and 9.45 g (118 mmol) of chloromethyl methyl ether. The reagents were mixed at 0° C. and stirred at that temperature for 1 hour. The reaction mixture was warmed to room temperature and stirred for 15 hours, then diluted with EtOAc and quenched with 1... Starting materials: Cc1cc(C(=O)O)ccc1Br, Cc1ccc(N2CCNCC2)c(C)c1. The product is Cc1ccc(N2CCN(C(=O)c3ccc(Br)c(C)c3)CC2)c(C)c1. RXN SMILES: [Br:1][c:2]1[c:3]([CH3:11])[cH:4][c:5]([C:6](=[O:7])[OH:8])[cH:9][cH:10]1.[CH3:12][c:13]1[c:14]([N:20]2[CH2:21][CH2:22][NH:23][CH2:24][CH2:25]2)[cH:15][cH:16][c:17]([CH3:19])[cH:18]1>>[Br:1][c:2]1[c:3]([CH3:11])[cH:4][c:5]([C:6](=[O:8])[N:23]2[CH2:22][CH2:21][N:20]([c:14]3[c:13]([CH3:12])[cH:18][c:17]([CH3:19])[cH:16][cH:15]3)[CH2:25][CH2:24]2)[cH:9][cH:10]1. Reactants: CS(C)=O, O=Cc1cccnc1Cl, O=S(O)c1ccc(F)cc1, [Na], O. Product: O=Cc1cccnc1S(=O)(=O)c1ccc(F)cc1. RXN SMILES: [CH3:21][S:22]([CH3:23])=[O:24].[Cl:1][c:2]1[n:3][cH:4][cH:5][cH:6][c:7]1[CH:8]=[O:9].[F:11][c:12]1[cH:13][cH:14][c:15]([S:18](=[O:19])[OH:20])[cH:16][cH:17]1.[Na:10].[OH2:25]>>[c:2]1([S:18]([c:15]2[cH:14][cH:13][c:12]([F:11])[cH:17][cH:16]2)(=[O:19])=[O:20])[n:3][cH:4][cH:5][cH:6][c:7]1[CH:8]=[O:9]. Starting materials: O=C([O-])O, Cl, [Na+], C1CCOC1, CN(C)C=O, Oc1cccc(C2CNc3ccccc32)c1, O=S(Cl)Cl, O=C(O)C1CCc2nc[nH]c2C1. The product is O=C(C1CCc2nc[nH]c2C1)N1CC(c2cccc(O)c2)c2ccccc21. As a reaction SMILES: [C:34](=[O:35])([OH:36])[O-:37].[ClH:1].[Na+:38].[O:39]1[CH2:40][CH2:41][CH2:42][CH2:43]1.[O:44]=[CH:45][N:46]([CH3:47])[CH3:48].[OH:18][c:19]1[cH:20][c:21]([CH:25]2[CH2:26][NH:27][c:28]3[cH:29][cH:30][cH:31][cH:32][c:33]32)[cH:22][cH:23][cH:24]1.[S:14]([Cl:15])([Cl:16])=[O:17].[n:2]1[cH:3][nH:4][c:5]2[c:6]1[CH2:7][CH2:8][CH:9]([C:11](=[O:12])[OH:13])[CH2:10]2>>[n:2]1[cH:3][nH:4][c:5]2[c:6]1[CH2:7][CH2:8][CH:9]([C:11](=[O:13])[N:27]1[CH2:26][CH:25]([c:21]3[cH:20][c:19]([OH:18])[cH:24][cH:23][cH:22]3)[c:33]3[c:28]1[cH:29][cH:30][cH:31][cH:32]3)[CH2:10]2. The reactants are [H-].COCCO[Al+]OCCOC.[Na+].[H-] (sodium bis (2-methoxyethoxy) aluminum hydride), N[C@@H]1CN(C(C12CC2)=O)CC2=CC=CC=C2 ((S)-7-amino-4-oxo-5-benzyl-5-azaspiro[2.4]heptane), Cl (hydrochloric acid). Run in C1(=CC=CC=C1)C (toluene), C1(=CC=CC=C1)C (toluene), C1(=CC=CC=C1)C (toluene), C1(=CC=CC=C1)C (toluene). Reaction conditions: temperature 45 celsius, time 5 minute. Yields the product N[C@@H]1CN(CC12CC2)CC2=CC=CC=C2 ((S)-7-amino-5-benzyl-5-azaspiro[2.4]heptane). Isolated yield 62.8%. Reaction SMILES: [NH2:1][C@H:2]1[C:6]2([CH2:8][CH2:7]2)[C:5](=O)[N:4]([CH2:10][C:11]2[CH:16]=[CH:15][CH:14]=[CH:13][CH:12]=2)[CH2:3]1.[H-].COCCO[Al+]OCCOC.[Na+].[H-].Cl>C1(C)C=CC=CC=1>[NH2:1][C@H:2]1[C:6]2([CH2:8][CH2:7]2)[CH2:5][N:4]([CH2:10][C:11]2[CH:16]=[CH:15][CH:14]=[CH:13][CH:12]=2)[CH2:3]1 |f:1.2.3.4|. Procedure details: Specifically, 6.3 g of (S)-7-amino-4-oxo-5-benzyl-5-azaspiro[2.4]heptane prepared in Example 5 was added to 31.5 g of toluene and was stirred at 45° C. To the mixture was added dropwise a mixture of 10.9 g of 65% by weight solution of sodium bis (2-methoxyethoxy) aluminum hydride in toluene and 12.6 g of toluene at a temperature of 75° C. or lower within 5 minutes. After the completion of addition, the mixture was stirred at 75° C. for 30 minutes and was cooled to 5° C. or below. To the cooled m... The reactants are [N+](=O)([O-])C=1C=C2CNC(C2=CC1)=O (5-nitroisoindolin-1-one). The reagents and catalysts are [Pd] (palladium on carbon). The solvent is CO (methanol). Reaction conditions: time 1 hour. The product is NC=1C=C2CNC(C2=CC1)=O (5-aminoisoindolin-1-one). Yield: 76.1%. As a reaction SMILES: [N+:1]([C:4]1[CH:5]=[C:6]2[C:10](=[CH:11][CH:12]=1)[C:9](=[O:13])[NH:8][CH2:7]2)([O-])=O>CO.[Pd]>[NH2:1][C:4]1[CH:5]=[C:6]2[C:10](=[CH:11][CH:12]=1)[C:9](=[O:13])[NH:8][CH2:7]2. Procedure details: To a solution of 5-nitroisoindolin-1-one (60 mg, 0.337 mmol) in methanol (20 mL) was added palladium on carbon (10%, 50 mg). The mixture was stirred under an atmosphere of hydrogen for 1 hour. Filtration through Celite, followed by concentration led to 5-aminoisoindolin-1-one as a tan solid (38 mg, yield 76.2%). The reactants are NOCC1CN(CCC1)C(=O)OC(C)(C)C (tert-butyl 3-[(aminooxy)methyl]piperidine-1-carboxylate), ON1N=NC2=C1C=CC=C2 (1-hydroxybenzotriazole), Cl.C(C)N=C=NCCCN(C)C (1-ethyl-(3-dimethylaminopropyl)carbodiimide hydrochloride), C(C1=CC=CC=C1)ON1[C@@H]2CC[C@H](N(C1=O)C2)C(=O)O ((2S,5R)-6-(benzyloxy)-7-oxo-1,6-diazabicyclo[3.2.1]octane-2-carboxylic acid). Solvent: C(Cl)Cl (DCM), C(Cl)Cl (DCM). Run at time 8 hour. Product: C(C1=CC=CC=C1)ON1[C@@H]2CC[C@H](N(C1=O)C2)C(=O)NOCC2CN(CCC2)C(=O)OC(C)(C)C (tert-butyl 3-{[({[(2S,5R)-6-(benzyloxy)-7-oxo-1,6-diazabicyclo[3.2.1]oct-2-yl]carbonyl}amino)oxy]methyl}piperidine-1-carboxylate). The yield is 83.7%. As a reaction SMILES: [CH2:1]([O:8][N:9]1[C:15](=[O:16])[N:14]2[CH2:17][C@H:10]1[CH2:11][CH2:12][C@H:13]2[C:18]([OH:20])=O)[C:2]1[CH:7]=[CH:6][CH:5]=[CH:4][CH:3]=1.[NH2:21][O:22][CH2:23][CH:24]1[CH2:29][CH2:28][CH2:27][N:26]([C:30]([O:32][C:33]([CH3:36])([CH3:35])[CH3:34])=[O:31])[CH2:25]1.ON1C2C=CC=CC=2N=N1.Cl.C(N=C=NCCCN(C)C)C>C(Cl)Cl>[CH2:1]([O:8][N:9]1[C:15](=[O:16])[N:14]2[CH2:17][C@H:10]1[CH2:11][CH2:12][C@H:13]2[C:18]([NH:21][O:22][CH2:23][CH:24]1[CH2:29][CH2:28][CH2:27][N:26]([C:30]([O:32][C:33]([CH3:36])([CH3:35])[CH3:34])=[O:31])[CH2:25]1)=[O:20])[C:2]1[CH:3]=[CH:4][CH:5]=[CH:6][CH:7]=1 |f:3.4|. Procedure: To a mixture of (2S,5R)-6-(benzyloxy)-7-oxo-1,6-diazabicyclo[3.2.1]octane-2-carboxylic acid 1 (0.250 g, 0.905 mmol) in DCM (15.0 mL) were added tert-butyl 3-[(aminooxy)methyl]piperidine-1-carboxylate 152 (0.312 g, 1.358 mmol), 1-hydroxybenzotriazole (0.183 g, 1.358 mmol) and 1-ethyl-(3-dimethylaminopropyl)carbodiimide hydrochloride (0.260 g, 1.358 mmol) sequentially at room temperature. The mixture was stirred at room temperature overnight, diluted with DCM and concentrated to provide a residue ... The reactants are CCc1ccc(N=C=O)cc1, NCc1nc(C(=O)NCCc2cccc(Cl)c2)cs1, CN(C)C=O. Product: CCc1ccc(NC(=O)NCc2nc(C(=O)NCCc3cccc(Cl)c3)cs2)cc1. As a reaction SMILES: [CH2:20]([CH3:21])[c:22]1[cH:23][cH:24][c:25]([N:28]=[C:29]=[O:30])[cH:26][cH:27]1.[Cl:1][c:2]1[cH:3][c:4]([CH2:8][CH2:9][NH:10][C:11](=[O:12])[c:13]2[n:14][c:15]([CH2:18][NH2:19])[s:16][cH:17]2)[cH:5][cH:6][cH:7]1.[O:31]=[CH:32][N:33]([CH3:34])[CH3:35]>>[Cl:1][c:2]1[cH:3][c:4]([CH2:8][CH2:9][NH:10][C:11](=[O:12])[c:13]2[n:14][c:15]([CH2:18][NH:19][C:29]([NH:28][c:25]3[cH:24][cH:23][c:22]([CH2:20][CH3:21])[cH:27][cH:26]3)=[O:30])[s:16][cH:17]2)[cH:5][cH:6][cH:7]1.